Task: describe an organic reaction: reactants, conditions, products, and yield. Dataset: the Open Reaction Database (ORD), a public repository of structured organic reaction records The reactants are N1CCCC1 (pyrrolidine), C1(CC1)NC(=O)N1C=CC2=CC(=CC=C12)OC1=CC(=NC=C1)N(C(OC1=CC=CC=C1)=O)C(=O)OC1=CC=CC=C1 (phenyl N-(4-(1-cyclopropylaminocarbonyl-1H-5-indolyl)oxy-2-pyridyl)-N-(phenoxycarbonyl)carbamate), C1(CC1)NC(=O)N1C=CC2=CC(=CC=C12)OC1=CC(=NC=C1)NC(=O)N1CCC(CC1)N1CCCC1 (N1-Cyclopropyl-5-(2-(((4-(pyrrolidin-1-yl)piperidin-1-yl)carbonyl)amino)pyridin-4-yloxy)-1H-1-indolecarboxamide). The solvent is CN(C=O)C (N,N-Dimethylformamide). Conditions: time 8 hour. Product: C1(CC1)NC(=O)N1C=CC2=CC(=CC=C12)OC1=CC(=NC=C1)NC(=O)N1CCCC1 (N1-Cyclopropyl-5-(2-((pyrrolidin-1-ylcarbonyl)amino)-4-pyridyl)oxy-1H-1-indolecarboxamide). Reaction SMILES: N1CCCC1.C1(NC(N2C3C(=CC(OC4C=CN=C(N(C(OC5C=CC=CC=5)=O)C(=O)OC5C=CC=CC=5)C=4)=CC=3)C=C2)=O)CC1.[CH:47]1([NH:50][C:51]([N:53]2[C:61]3[C:56](=[CH:57][C:58]([O:62][C:63]4[CH:68]=[CH:67][N:66]=[C:65]([NH:69][C:70]([N:72]5[CH2:77][CH2:76][CH:75](N6CCCC6)[CH2:74]C5)=[O:71])[CH:64]=4)=[CH:59][CH:60]=3)[CH:55]=[CH:54]2)=[O:52])[CH2:49][CH2:48]1>CN(C)C=O>[CH:47]1([NH:50][C:51]([N:53]2[C:61]3[C:56](=[CH:57][C:58]([O:62][C:63]4[CH:68]=[CH:67][N:66]=[C:65]([NH:69][C:70]([N:72]5[CH2:77][CH2:76][CH2:75][CH2:74]5)=[O:71])[CH:64]=4)=[CH:59][CH:60]=3)[CH:55]=[CH:54]2)=[O:52])[CH2:49][CH2:48]1. Reported procedure: N,N-Dimethylformamide (5 ml) and pyrrolidine (0.35 ml, 4.2 mmol) were added to a mixture (470 mg) of phenyl N-(4-(1-cyclopropylaminocarbonyl-1H-5-indolyl)oxy-2-pyridyl)-N-(phenoxycarbonyl)carbamate and phenyl N-(4-(1-cyclopropylaminocarbonyl-1H-5-indolyl)oxy-2-pyridyl)carbamate obtained in Example 68; the reaction mixture was stirred overnight; the reaction mixture was partitioned between ethyl acetate and water; and the organic layer was concentrated to yield the title compound as white crystal... The reactants are CCOC(=O)c1cccc(C#CCCCC(=O)O)c1, CNC, Cl. Yields the product CCOC(=O)c1cccc(C#CCCCC(=O)N(C)C)c1. RXN SMILES: [CH2:1]([CH3:2])[O:3][C:4]([c:5]1[cH:6][c:7]([C:11]#[C:12][CH2:13][CH2:14][CH2:15][C:16](=[O:17])[OH:18])[cH:8][cH:9][cH:10]1)=[O:19].[CH3:21][NH:22][CH3:23].[ClH:20]>>[CH2:1]([CH3:2])[O:3][C:4]([c:5]1[cH:6][c:7]([C:11]#[C:12][CH2:13][CH2:14][CH2:15][C:16](=[O:17])[N:22]([CH3:21])[CH3:23])[cH:8][cH:9][cH:10]1)=[O:19].